Dataset: the Open Reaction Database (ORD), a public repository of structured organic reaction records. Task: describe an organic reaction: reactants, conditions, products, and yield Reactants: C[O-], CO, CC(=O)OCC1Cn2c(c3c(c(O)c2=O)C(=O)N(Cc2ccc(F)c(Cl)c2)CC3)C(=O)O1, [Na+], C1COCCO1. Yields the product O=C1OC(CO)Cn2c1c1c(c(O)c2=O)C(=O)N(Cc2ccc(F)c(Cl)c2)CC1. Reaction SMILES: [CH3:33][O-:34].[CH3:36][OH:37].[Cl:1][c:2]1[cH:3][c:4]([CH2:5][N:6]2[C:7](=[O:28])[c:8]3[c:9]([OH:27])[c:10](=[O:26])[n:11]4[c:12]([c:13]3[CH2:14][CH2:15]2)[C:16](=[O:25])[O:17][CH:18]([CH2:20][O:21][C:22](=[O:23])[CH3:24])[CH2:19]4)[cH:29][cH:30][c:31]1[F:32].[Na+:35].[O:38]1[CH2:39][CH2:40][O:41][CH2:42][CH2:43]1>>[Cl:1][c:2]1[cH:3][c:4]([CH2:5][N:6]2[C:7](=[O:28])[c:8]3[c:9]([OH:27])[c:10](=[O:26])[n:11]4[c:12]([c:13]3[CH2:14][CH2:15]2)[C:16](=[O:25])[O:17][CH:18]([CH2:20][OH:21])[CH2:19]4)[cH:29][cH:30][c:31]1[F:32]. Procedure: 8.5 ml of oxalyl chloride was added to 200 ml of tetrahydrofuran, 9.2 ml of butylalcohol was added dropwise for 30 minutes with stirring in an ice-water bath, and the solution was stirred for a hour in an ice-water bath. 7.4 g of methylurea was slowly added thereto and the solution was stirred for 15 hours at room temperature. After tetrahydrofuran was distilled off under the reduced pressure, water was added to the residue and extracted with ethyl acetate. The ethyl acetate layer was washed thr... The solvent is C(CCC)O (butylalcohol). As a reaction SMILES: [C:1](Cl)(=[O:5])[C:2](Cl)=[O:3].[O:7]1[CH2:11][CH2:10][CH2:9][CH2:8]1.[CH3:12][NH:13][C:14]([NH2:16])=[O:15]>C(O)CCC>[CH3:8][CH2:9][CH2:10][CH2:11][O:7][C:2]([C:1]([NH:16][C:14]([NH:13][CH3:12])=[O:15])=[O:5])=[O:3]. The reactants are C(C(=O)Cl)(=O)Cl (oxalyl chloride), O1CCCC1 (tetrahydrofuran), CNC(=O)N (methylurea). The product is CCCCOC(=O)C(=O)NC(=O)NC (5-methyloxaluric acid butyl ester). Reactants: COC1=CC=C(C(=O)NC=2C(=CC=CC2)NC(=O)C2CCNCC2)C=C1 (N1-(4-methoxybenzoyl)-N2-(piperidin-4-ylcarbonyl)-1,2-benzenediamine), N1=CC=C(C=C1)C=O (4-pyridinecarboxaldehyde). Product: COC1=CC=C(C(=O)NC=2C(=CC=CC2)NC(=O)C2CCN(CC2)CC2=CC=NC=C2)C=C1 (N1-(4-Methoxybenzoyl)-N2-[1-(4-pyridylmethyl)piperidin-4-ylcarbonyl]-1,2-benzenediamine). As a reaction SMILES: [CH3:1][O:2][C:3]1[CH:26]=[CH:25][C:6]([C:7]([NH:9][C:10]2[C:11]([NH:16][C:17]([CH:19]3[CH2:24][CH2:23][NH:22][CH2:21][CH2:20]3)=[O:18])=[CH:12][CH:13]=[CH:14][CH:15]=2)=[O:8])=[CH:5][CH:4]=1.[N:27]1[CH:32]=[CH:31][C:30]([CH:33]=O)=[CH:29][CH:28]=1>>[CH3:1][O:2][C:3]1[CH:4]=[CH:5][C:6]([C:7]([NH:9][C:10]2[C:11]([NH:16][C:17]([CH:19]3[CH2:20][CH2:21][N:22]([CH2:33][C:30]4[CH:31]=[CH:32][N:27]=[CH:28][CH:29]=4)[CH2:23][CH2:24]3)=[O:18])=[CH:12][CH:13]=[CH:14][CH:15]=2)=[O:8])=[CH:25][CH:26]=1. Reported procedure: Using the general procedure described in Example 3, N1-(4-methoxybenzoyl)-N2-(piperidin-4-ylcarbonyl)-1,2-benzenediamine (0.070 mmol) was reacted with 4-pyridinecarboxaldehyde to provide 45 mg of the title product as the free base. Treatment with hydrochloric acid and concentration in vacuo yielded the salt of the title compound.